describe an organic reaction: reactants, conditions, products, and yield From a dataset of the Open Reaction Database (ORD), a public repository of structured organic reaction records. The product is N(C1=CC=CC=C1)C1=NC=C2C(=N1)N(C(N(C2)C2=C(C=CC=C2)Br)=O)CC=2C=C(C(=O)O)C=CC2 (3-[[7-anilino-3-(2-bromophenyl)-1,2,3,4-tetrahydro-2-oxopyrimido[4,5-d]pyrimidin-1-yl]methyl]benzoic acid). Reactants: N(C1=CC=CC=C1)C1=NC=C2C(=N1)N(C(N(C2)C2=C(C=CC=C2)Br)=O)CC=2C=C(C(=O)OC)C=CC2 (methyl 3-[[7-anilino-3-(2-bromophenyl)-1,2,3,4-tetrahydro-2-oxopyrimido[4,5-d]pyrimidin-1-yl]methyl]benzoate), O.[OH-].[Li+] (lithium hydroxide monohydrate). The solvent is O1CCCC1.CO.O (tetrahydrofuran methanol water). As a reaction SMILES: [NH:1]([C:8]1[N:13]=[C:12]2[N:14]([CH2:26][C:27]3[CH:28]=[C:29]([CH:34]=[CH:35][CH:36]=3)[C:30]([O:32]C)=[O:31])[C:15](=[O:25])[N:16]([C:18]3[CH:23]=[CH:22][CH:21]=[CH:20][C:19]=3[Br:24])[CH2:17][C:11]2=[CH:10][N:9]=1)[C:2]1[CH:7]=[CH:6][CH:5]=[CH:4][CH:3]=1.O.[OH-].[Li+]>O1CCCC1.CO.O>[NH:1]([C:8]1[N:13]=[C:12]2[N:14]([CH2:26][C:27]3[CH:28]=[C:29]([CH:34]=[CH:35][CH:36]=3)[C:30]([OH:32])=[O:31])[C:15](=[O:25])[N:16]([C:18]3[CH:23]=[CH:22][CH:21]=[CH:20][C:19]=3[Br:24])[CH2:17][C:11]2=[CH:10][N:9]=1)[C:2]1[CH:7]=[CH:6][CH:5]=[CH:4][CH:3]=1 |f:1.2.3,4.5.6|. Conditions: temperature 60 celsius. The yield is 33.3%. Procedure: A solution of 90 mg (0.17 mmol) of methyl 3-[[7-anilino-3-(2-bromophenyl)-1,2,3,4-tetrahydro-2-oxopyrimido[4,5-d]pyrimidin-1-yl]methyl]benzoate in tetrahydrofuran/methanol/water (6 ml:6 ml:1.5 ml) was treated with 27 mg (1.125 mmol) of lithium hydroxide monohydrate then heated at 60° C. for 3 hours under a nitrogen atmosphere. The solvent was evaporated and the residue partitioned between ethyl acetate (10 ml) and 2M hydrochloric acid (10 ml). The ethyl acetate layer was separated, washed with s... The reactants are COc1ccc([N+](=O)[O-])cc1OCC(=O)O, COc1ccc([N+](=O)[O-])cc1OCC(=O)Cl, C1CCC(NC2CCCCC2)CC1, CCN(C(C)C)C(C)C, ClCCl, O=S(Cl)Cl. Product: COc1ccc([N+](=O)[O-])cc1OCC(=O)N(C1CCCCC1)C1CCCCC1. As a reaction SMILES: [CH3:17][O:18][c:19]1[cH:20][cH:21][c:22]([N+:23]([O-:24])=[O:25])[cH:26][c:27]1[O:28][CH2:29][C:30]([OH:31])=[O:32].[CH3:1][O:2][c:3]1[c:4]([O:5][CH2:6][C:7](=[O:8])[Cl:9])[cH:10][c:11]([N+:14](=[O:15])[O-:16])[cH:12][cH:13]1.[CH:37]1([NH:43][CH:44]2[CH2:45][CH2:46][CH2:47][CH2:48][CH2:49]2)[CH2:38][CH2:39][CH2:40][CH2:41][CH2:42]1.[CH:50]([N:51]([CH:52]([CH3:53])[CH3:54])[CH2:55][CH3:56])([CH3:57])[CH3:58].[Cl:59][CH2:60][Cl:61].[S:33]([Cl:34])([Cl:35])=[O:36]>>[CH3:1][O:2][c:3]1[c:4]([O:5][CH2:6][C:7](=[O:8])[N:43]([CH:37]2[CH2:38][CH2:39][CH2:40][CH2:41][CH2:42]2)[CH:44]2[CH2:45][CH2:46][CH2:47][CH2:48][CH2:49]2)[cH:10][c:11]([N+:14](=[O:15])[O-:16])[cH:12][cH:13]1. Starting materials: FC(C1=C(C=CC=C1)B(O)O)(F)F (2-(trifluoromethyl)phenylboronic acid), BrC1=NC=C(C=C1)C (bromo-5-methyl pyridine), [OH-].[Ba+2].[OH-] (barium hydroxide), COCCOC (DME). The reagents and catalysts are C1(=CC=CC=C1)P(C1=CC=CC=C1)C1=CC=CC=C1.C1(=CC=CC=C1)P(C1=CC=CC=C1)C1=CC=CC=C1.C1(=CC=CC=C1)P(C1=CC=CC=C1)C1=CC=CC=C1.C1(=CC=CC=C1)P(C1=CC=CC=C1)C1=CC=CC=C1.[Pd] (palladium tetrakis(triphenylphosphine)). The solvent is O (Water), O (water). Run at temperature 80 celsius. The product is FC(C1=C(C=CC=C1)C1=NC=C(C=C1)C)(F)F (2-(2-Trifluoromethylphenyl)-5-methylpyridine). RXN SMILES: Br[C:2]1[CH:7]=[CH:6][C:5]([CH3:8])=[CH:4][N:3]=1.[OH-].[Ba+2].[OH-].COCCOC.[F:18][C:19]([F:30])([F:29])[C:20]1[CH:25]=[CH:24][CH:23]=[CH:22][C:21]=1B(O)O>O.C1(P(C2C=CC=CC=2)C2C=CC=CC=2)C=CC=CC=1.C1(P(C2C=CC=CC=2)C2C=CC=CC=2)C=CC=CC=1.C1(P(C2C=CC=CC=2)C2C=CC=CC=2)C=CC=CC=1.C1(P(C2C=CC=CC=2)C2C=CC=CC=2)C=CC=CC=1.[Pd]>[F:18][C:19]([F:30])([F:29])[C:20]1[CH:25]=[CH:24][CH:23]=[CH:22][C:21]=1[C:2]1[CH:7]=[CH:6][C:5]([CH3:8])=[CH:4][N:3]=1 |f:1.2.3,7.8.9.10.11|. Procedure: To a solution of 2 bromo-5-methyl pyridine (1.81 g, 10.53 mmol) and barium hydroxide (4.97 g, 15.78 mmol) in water (15 mL) was added DME (80 mL). This mixture was treated sequentially with 2-(trifluoromethyl)phenylboronic acid (2.00 g, 10.53 mmol) and palladium tetrakis(triphenylphosphine) (553 mg, 0.48 mmol) and the mixture warmed to 80° C. for 48 hours. Water (100 mL) was added and the pH of the solution was adjusted to 10 and extracted with EtOAc (3×200 mL). Starting materials: CS(=O)(=O)C1=CC=C(C=C1)CC(=O)O (2-(4-(methylsulfonyl)phenyl)acetic acid), [Si](C)(C)(C)C=[N+]=[N-] (TMS-diazomethane), C(C)(=O)O (acetic acid). Solvent: C(Cl)Cl (DCM), CO (MeOH). Conditions: time 15 minute. Yields the product CS(=O)(=O)C1=CC=C(C=C1)CC(=O)OC (methyl 2-(4-(methylsulfonyl)phenyl)acetate). RXN SMILES: [CH3:1][S:2]([C:5]1[CH:10]=[CH:9][C:8]([CH2:11][C:12]([OH:14])=[O:13])=[CH:7][CH:6]=1)(=[O:4])=[O:3].[Si](C=[N+]=[N-])(C)(C)[CH3:16].C(O)(=O)C>C(Cl)Cl.CO>[CH3:1][S:2]([C:5]1[CH:6]=[CH:7][C:8]([CH2:11][C:12]([O:14][CH3:16])=[O:13])=[CH:9][CH:10]=1)(=[O:3])=[O:4]. Reported procedure: Combined 2-(4-(methylsulfonyl)phenyl)acetic acid (1 g, 4.67 mmol) in DCM (15 mL) and MeOH (5 mL) and slowly added TMS-diazomethane (2 M in hexanes) (3.50 mL, 7.00 mmol) and the solution was stirred at 20° C. for 3 h. The reaction was quenched with acetic acid (0.134 mL, 2.334 mmol), let stir for 15 min, then concentrated in vacuo to give the title compound which was used without further purification. MS m/z 229 [M+H]+. Starting materials: Cc1n[nH]c(C)c1Br, O=C([O-])O, CN(C)C=O, [H-], [H][H], CI, [Na+], [Na+]. Yields the product Cc1nn(C)c(C)c1Br. As a reaction SMILES: [Br:1][c:2]1[c:3]([CH3:8])[n:4][nH:5][c:6]1[CH3:7].[C:15](=[O:16])([O-:17])[OH:18].[CH3:20][N:21]([CH3:22])[CH:23]=[O:24].[H-:9].[H:11][H:12].[I:13][CH3:14].[Na+:10].[Na+:19]>>[Br:1][c:2]1[c:3]([CH3:8])[n:4][n:5]([CH3:15])[c:6]1[CH3:7]. Reactants: CCOC(=O)N1CCC(NS(=O)(=O)c2ccc(NC(=O)c3ccccc3C)c3c2CCCC3)CC1, CC(C)=O, [K+], [Mg+2], O=[Mn](=O)(=O)[O-], O=S(=O)([O-])[O-]. Yields the product CCOC(=O)N1CCC(NS(=O)(=O)c2ccc(NC(=O)c3ccccc3C)c3c2CCCC3=O)CC1. RXN SMILES: [CH2:1]([CH3:2])[O:3][C:4](=[O:5])[N:6]1[CH2:7][CH2:8][CH:9]([NH:12][S:13](=[O:14])(=[O:15])[c:16]2[cH:17][cH:18][c:19]([NH:26][C:27]([c:28]3[c:29]([CH3:34])[cH:30][cH:31][cH:32][cH:33]3)=[O:35])[c:20]3[c:25]2[CH2:24][CH2:23][CH2:22][CH2:21]3)[CH2:10][CH2:11]1.[CH3:48][C:49](=[O:50])[CH3:51].[K+:47].[Mg+2:36].[Mn:42]([O-:43])(=[O:44])(=[O:45])=[O:46].[O-:37][S:38](=[O:39])(=[O:40])[O-:41]>>[CH2:1]([CH3:2])[O:3][C:4](=[O:5])[N:6]1[CH2:7][CH2:8][CH:9]([NH:12][S:13](=[O:14])(=[O:15])[c:16]2[cH:17][cH:18][c:19]([NH:26][C:27]([c:28]3[c:29]([CH3:34])[cH:30][cH:31][cH:32][cH:33]3)=[O:35])[c:20]3[c:25]2[CH2:24][CH2:23][CH2:22][C:21]3=[O:37])[CH2:10][CH2:11]1.